This data is from the Open Reaction Database (ORD), a public repository of structured organic reaction records. The task is: describe an organic reaction: reactants, conditions, products, and yield Reactants: C(C)OC(CN1C(NC(C=2N(C=NC12)CC1=CC=CC=C1)=O)=O)=O ((7-benzyl-2,6-dioxo-1,2,6,7-tetrahydropurin-3-yl)acetic acid ethyl ester), C([O-])([O-])=O.[K+].[K+] (potassium carbonate), BrCCC1=CC=CC=C1 (2-bromoethylbenzene), CN(C=O)C (N,N-dimethylformamide). Solvent: C(C)(=O)OCC (ethyl acetate), O (water). Reaction conditions: temperature 50 celsius. The product is C(C)OC(CN1C(N(C(C=2N(C=NC12)CC1=CC=CC=C1)=O)CCC1=CC=CC=C1)=O)=O ([7-Benzyl-1-(2-phenylethyl)-2,6-dioxo-1,2,6,7-tetrahydropurin-3-yl]acetic acid ethyl ester). RXN SMILES: [CH2:1]([O:3][C:4](=[O:24])[CH2:5][N:6]1[C:14]2[N:13]=[CH:12][N:11]([CH2:15][C:16]3[CH:21]=[CH:20][CH:19]=[CH:18][CH:17]=3)[C:10]=2[C:9](=[O:22])[NH:8][C:7]1=[O:23])[CH3:2].C(=O)([O-])[O-].[K+].[K+].Br[CH2:32][CH2:33][C:34]1[CH:39]=[CH:38][CH:37]=[CH:36][CH:35]=1.CN(C)C=O>C(OCC)(=O)C.O>[CH2:1]([O:3][C:4](=[O:24])[CH2:5][N:6]1[C:14]2[N:13]=[CH:12][N:11]([CH2:15][C:16]3[CH:21]=[CH:20][CH:19]=[CH:18][CH:17]=3)[C:10]=2[C:9](=[O:22])[N:8]([CH2:32][CH2:33][C:34]2[CH:39]=[CH:38][CH:37]=[CH:36][CH:35]=2)[C:7]1=[O:23])[CH3:2] |f:1.2.3|. Reported procedure: A mixture of (7-benzyl-2,6-dioxo-1,2,6,7-tetrahydropurin-3-yl)acetic acid ethyl ester (300 mg), anhydrous potassium carbonate (250 mg), 2-bromoethylbenzene (0.25 ml), and N,N-dimethylformamide (5 ml) was stirred with heating in an oil bath of 50° C. for 2 hours. The reaction mixture was diluted with ethyl acetate and water, and extracted with ethyl acetate. The organic layer was washed with water and saturated brine, dried over anhydrous magnesium sulfate, and concentrated under reduced pressure...